This data is from the Open Reaction Database (ORD), a public repository of structured organic reaction records. The task is: describe an organic reaction: reactants, conditions, products, and yield The reactants are 10, C1(=CC=CC=C1)COC1CN(CCC1=O)CC1=CC=CC=C1 (3-(phenylmethoxy)-1-(phenylmethyl)-4-piperidinone), ClCCl (dichloromethane), C(OCC)(=O)Cl (ethyl carbonochloridate). The solvent is C(C)N(CC)CC (N,N-diethylethanamine). Reaction conditions: time 6.3 hour. Product: O=C1C(CN(CC1)C(=O)OCC)OCC1=CC=CC=C1 (ethyl 4-oxo-3-(phenylmethoxy)-1-piperidinecarboxylate), intermediate 47. The yield is 86.5%. As a reaction SMILES: [C:1]1([CH2:7][O:8][CH:9]2[C:14](=[O:15])[CH2:13][CH2:12][N:11](CC3C=CC=CC=3)[CH2:10]2)[CH:6]=[CH:5][CH:4]=[CH:3][CH:2]=1.ClCCl.[C:26](Cl)(=[O:30])[O:27][CH2:28][CH3:29]>C(N(CC)CC)C>[O:15]=[C:14]1[CH2:13][CH2:12][N:11]([C:26]([O:27][CH2:28][CH3:29])=[O:30])[CH2:10][CH:9]1[O:8][CH2:7][C:1]1[CH:6]=[CH:5][CH:4]=[CH:3][CH:2]=1. Procedure details: To a stirred mixture of 10 parts of 3-(phenylmethoxy)-1-(phenylmethyl)-4-piperidinone and 65 parts of dichloromethane were added dropwise 5 parts of ethyl carbonochloridate at room temperature. After stirring for 6.30 hours at reflux, there were added 5 parts of N,N-diethylethanamine. Upon completion, stirring at reflux was continued for 24 hours. The reaction mixture was washed successively with water, a diluted hydrochloric acid solution and again with water, dried, filtered and evaporated. Th...